From a dataset of the Open Reaction Database (ORD), a public repository of structured organic reaction records. describe an organic reaction: reactants, conditions, products, and yield Starting materials: CCOC(=O)NC(C(=O)O)C(C)C, CN(C)C=O, CCC(C)C(NC(=O)OC)C(=O)NC(Cc1ccccc1)C(O)CN(N)Cc1ccc(-c2nccs2)cc1. Yields the product CCOC(=O)NC(C(=O)NN(Cc1ccc(-c2nccs2)cc1)CC(O)C(Cc1ccccc1)NC(=O)C(NC(=O)OC)C(C)CC)C(C)C. Reaction SMILES: [CH2:39]([CH3:40])[O:41][C:42](=[O:43])[NH:44][CH:45]([CH:46]([CH3:47])[CH3:48])[C:49](=[O:50])[OH:51].[O:52]=[CH:53][N:54]([CH3:55])[CH3:56].[s:1]1[c:2](-[c:6]2[cH:7][cH:8][c:9]([CH2:12][N:13]([CH2:14][CH:15]([CH:16]([CH2:17][c:18]3[cH:19][cH:20][cH:21][cH:22][cH:23]3)[NH:24][C:25]([CH:26]([NH:27][C:28](=[O:29])[O:30][CH3:31])[CH:32]([CH3:33])[CH2:34][CH3:35])=[O:36])[OH:37])[NH2:38])[cH:10][cH:11]2)[n:3][cH:4][cH:5]1>>[s:1]1[c:2](-[c:6]2[cH:7][cH:8][c:9]([CH2:12][N:13]([CH2:14][CH:15]([CH:16]([CH2:17][c:18]3[cH:19][cH:20][cH:21][cH:22][cH:23]3)[NH:24][C:25]([CH:26]([NH:27][C:28](=[O:29])[O:30][CH3:31])[CH:32]([CH3:33])[CH2:34][CH3:35])=[O:36])[OH:37])[NH:38][C:49]([CH:45]([NH:44][C:42]([O:41][CH2:39][CH3:40])=[O:43])[CH:46]([CH3:47])[CH3:48])=[O:50])[cH:10][cH:11]2)[n:3][cH:4][cH:5]1. Starting materials: CCCCCCC(=O)Cl, CC(C)=O, NC(CCC(=O)O)C(=O)O, [Na+], [OH-]. Yields the product CCCCCCC(=O)NC(CCC(=O)O)C(=O)O. Reaction SMILES: [C:13]([CH2:14][CH2:15][CH2:16][CH2:17][CH2:18][CH3:19])(=[O:20])[Cl:21].[CH3:22][C:23](=[O:24])[CH3:25].[NH2:1][CH:2]([CH2:3][CH2:4][C:5]([OH:6])=[O:7])[C:8]([OH:9])=[O:10].[Na+:12].[OH-:11]>>[NH:1]([CH:2]([CH2:3][CH2:4][C:5]([OH:6])=[O:7])[C:8]([OH:9])=[O:10])[C:13]([CH2:14][CH2:15][CH2:16][CH2:17][CH2:18][CH3:19])=[O:20]. Starting materials: CCOC1(C2CCN(C(=O)OC)CCC2=O)OCCO1, CO, CCOC(C)=O, C[O-], Cl, Cl, NO, [Na+], [Na]. The product is COC(=O)N1CCC(=O)C(C2(NO)OCCO2)CC1. RXN SMILES: [CH2:8]1[CH2:9][O:10][C:11]([O:12][CH2:13][CH3:14])([CH:15]2[C:16](=[O:26])[CH2:17][CH2:18][N:19]([C:22](=[O:23])[O:24][CH3:25])[CH2:20][CH2:21]2)[O:27]1.[CH3:29][OH:30].[CH3:31][CH2:32][O:33][C:34](=[O:35])[CH3:36].[CH3:4][O-:5].[ClH:1].[ClH:28].[NH2:2][OH:3].[Na+:6].[Na:7]>>[NH:2]([OH:3])[C:11]1([CH:15]2[C:16](=[O:26])[CH2:17][CH2:18][N:19]([C:22](=[O:23])[O:24][CH3:25])[CH2:20][CH2:21]2)[O:10][CH2:9][CH2:8][O:27]1. Starting materials: ClC1=NC=C(C(=O)NC=2SC3=C(N2)C(=CC=C3N3CCOCC3)OC)C=C1 (6-chloro-N-(4-methoxy-7-morpholin-4-yl-benzothiazol-2-yl)-nicotinamide), C([O-])([O-])=O.[Cs+].[Cs+] (cesium carbonate), COCCN (2-methoxyethylamine). Yields the product COCCNC1=NC=C(C(=O)NC=2SC3=C(N2)C(=CC=C3N3CCOCC3)OC)C=C1 (6-(2-Methoxy-ethylamino)-N-(4-methoxy-7-morpholin-4-yl-benzothiazol-2-yl)-nicotinamide). Reaction SMILES: Cl[C:2]1[CH:27]=[CH:26][C:5]([C:6]([NH:8][C:9]2[S:10][C:11]3[C:17]([N:18]4[CH2:23][CH2:22][O:21][CH2:20][CH2:19]4)=[CH:16][CH:15]=[C:14]([O:24][CH3:25])[C:12]=3[N:13]=2)=[O:7])=[CH:4][N:3]=1.C(=O)([O-])[O-].[Cs+].[Cs+].[CH3:34][O:35][CH2:36][CH2:37][NH2:38]>>[CH3:34][O:35][CH2:36][CH2:37][NH:38][C:2]1[CH:27]=[CH:26][C:5]([C:6]([NH:8][C:9]2[S:10][C:11]3[C:17]([N:18]4[CH2:19][CH2:20][O:21][CH2:22][CH2:23]4)=[CH:16][CH:15]=[C:14]([O:24][CH3:25])[C:12]=3[N:13]=2)=[O:7])=[CH:4][N:3]=1 |f:1.2.3|. Procedure: From 6-chloro-N-(4-methoxy-7-morpholin-4-yl-benzothiazol-2-yl)-nicotinamide with cesium carbonate and 2-methoxyethylamine. ES-MS m/e (%): 444 (M+H+, 100). Run in C(C)(C)O (isopropanol). Starting materials: Br.BrCCNC1=NCC(C1)C1=C(C=CC=C1Cl)Cl (2-β-bromoethylamino-4-(2,6-dichlorophenyl)-1-pyrroline hydrobromide), C([O-])(O)=O.[Na+] (sodium bicarbonate). Procedure: A stirred mixture of 2-β-bromoethylamino-4-(2,6-dichlorophenyl)-1-pyrroline hydrobromide (46.35 g.), anhydrous sodium bicarbonate (9.3 g.) and dry isopropanol (350 ml.) is heated under reflux for 4 hours with exclusion of moisture, the hot mixture is filtered and the solid residue is stirred and heated under reflux with dry isopropanol (350 ml.) for 1 hour. The hot mixture is filtered and the combined isopropanol filtrates are evaporated to dryness under reduced pressure. The residue is dissolve... Reaction SMILES: Br.[Br:2][CH2:3][CH2:4][NH:5][C:6]1[CH2:10][CH:9]([C:11]2[C:16]([Cl:17])=[CH:15][CH:14]=[CH:13][C:12]=2[Cl:18])[CH2:8][N:7]=1.C(=O)(O)[O-].[Na+]>C(O)(C)C>[BrH:2].[Cl:18][C:12]1[CH:13]=[CH:14][CH:15]=[C:16]([Cl:17])[C:11]=1[CH:9]1[CH2:8][N:7]2[CH2:3][CH2:4][N:5]=[C:6]2[CH2:10]1 |f:0.1,2.3,5.6|. Product: Br.ClC1=C(C(=CC=C1)Cl)C1CC=2N(CCN2)C1 (6-(2,6-dichlorophenyl)-2,3,6,7-tetrahydro-5H-pyrrolo[1,2-a]imidazole hydrobromide). As a reaction SMILES: [Zr:1].[CH2:2]([OH:88])[C@H:3]1[O:8][C@@H:7]2[O:9][C@H:10]3[C@H:15]([OH:16])[C@@H:14]([OH:17])[C@@H:13]([O:18][C@H:19]4[C@H:24]([OH:25])[C@@H:23]([OH:26])[C@@H:22]([O:27][C@H:28]5[C@H:33]([OH:34])[C@@H:32]([OH:35])[CH:31]([O:36][CH:37]6[C@H:42]([OH:43])[C@@H:41]([OH:44])[CH:40]([CH:45]7[C@H:50]([OH:51])[C@@H:49]([OH:52])[CH:48]([O:53][C@H:54]8[C@H:59]([OH:60])[C@@H:58]([OH:61])[C@@H:57]([O:62][C@H:63]9[C@H:69]([OH:70])[C@@H:68]([OH:71])[C@@H:66]([O:67][C@H:4]1[C@H:5]([OH:87])[C@H:6]2[OH:86])[O:65][C@@H:64]9[CH2:72][OH:73])[O:56][C@@H:55]8[CH2:74][OH:75])[O:47][C@@H:46]7[CH2:76][OH:77])[O:39][C@@H:38]6[CH2:78][OH:79])[O:30][C@@H:29]5[CH2:80][OH:81])[O:21][C@@H:20]4[CH2:82][OH:83])[O:12][C@@H:11]3[CH2:84][OH:85]>>[CH2:2]([OH:88])[C@H:3]1[O:8][C@@H:7]2[O:9][C@H:10]3[C@H:15]([OH:16])[C@@H:14]([OH:17])[C@@H:13]([O:18][C@H:19]4[C@H:24]([OH:25])[C@@H:23]([OH:26])[C@@H:22]([O:27][C@H:28]5[C@H:33]([OH:34])[C@@H:32]([OH:35])[CH:31]([O:36][CH:37]6[C@H:42]([OH:43])[C@@H:41]([OH:44])[CH:40]([CH:45]7[C@H:50]([OH:51])[C@@H:49]([OH:52])[CH:48]([O:53][C@H:54]8[C@H:59]([OH:60])[C@@H:58]([OH:61])[C@@H:57]([O:62][C@H:63]9[C@H:69]([OH:70])[C@@H:68]([OH:71])[C@@H:66]([O:67][C@H:4]1[C@H:5]([OH:87])[C@H:6]2[OH:86])[O:65][C@@H:64]9[CH2:72][OH:73])[O:56][C@@H:55]8[CH2:74][OH:75])[O:47][C@@H:46]7[CH2:76][OH:77])[O:39][C@@H:38]6[CH2:78][OH:79])[O:30][C@@H:29]5[CH2:80][OH:81])[O:21][C@@H:20]4[CH2:82][OH:83])[O:12][C@@H:11]3[CH2:84][OH:85].[Zr:1] |f:2.3|. Procedure details: 23 g of a zirconium-based drier, Zirconium Hex-CEM® 12% solution (OM Group, Inc.) was added to the above-noted γ-cylodextrin solution. A white precipitate formed upon addition of the drier. The mixture was stirred for at least 16 hours. The precipitate was filtered off under reduced pressure. The precipitate was dried under normal conditions at ambient temperature. The FTIR spectrum of the resultant inclusion complex is provided in FIG. 1(e). Yields the product C([C@@H]1[C@@H]2[C@@H]([C@H]([C@H](O1)O[C@@H]3[C@H](O[C@@H]([C@@H]([C@H]3O)O)O[C@@H]4[C@H](O[C@@H]([C@@H]([C@H]4O)O)O[C@@H]5[C@H](OC([C@@H]([C@H]5O)O)OC6[C@H](OC([C@@H]([C@H]6O)O)C7[C@H](OC([C@@H]([C@H]7O)O)O[C@@H]8[C@H](O[C@@H]([C@@H]([C@H]8O)O)O[C@@H]9[C@H](O[C@H](O2)[C@@H]([C@H]9O)O)CO)CO)CO)CO)CO)CO)CO)O)O)O.[Zr] (γ-Cyclodextrin Zirconium). Starting materials: [Zr] (Zirconium), solution, C([C@@H]1[C@@H]2[C@@H]([C@H]([C@H](O1)O[C@@H]3[C@H](O[C@@H]([C@@H]([C@H]3O)O)O[C@@H]4[C@H](O[C@@H]([C@@H]([C@H]4O)O)O[C@@H]5[C@H](OC([C@@H]([C@H]5O)O)OC6[C@H](OC([C@@H]([C@H]6O)O)C7[C@H](OC([C@@H]([C@H]7O)O)O[C@@H]8[C@H](O[C@@H]([C@@H]([C@H]8O)O)O[C@@H]9[C@H](O[C@H](O2)[C@@H]([C@H]9O)O)CO)CO)CO)CO)CO)CO)CO)O)O)O (γ-cylodextrin), [Zr] (zirconium). Starting materials: CC=1C=CC(=C(C1)C=1SCC(N1)(O)C(F)(F)F)[N+](=O)[O-] (4,5-Dihydro-2-(5-methyl-2-nitrophenyl)-4-(trifluoromethyl)-4-thiazolol), C1(=CC=C(C=C1)S(=O)(=O)O)C (p-toluenesulfonic acid). Solvent: C1(=CC=CC=C1)C (toluene). Product: CC=1C=CC(=C(C1)C=1SC=C(N1)C(F)(F)F)[N+](=O)[O-] (2-(5-Methyl-2-nitrophenyl)-4-(trifluoromethyl)thiazole). The yield is 66.7%. Reaction SMILES: [CH3:1][C:2]1[CH:3]=[CH:4][C:5]([N+:18]([O-:20])=[O:19])=[C:6]([C:8]2[S:9][CH2:10][C:11]([C:14]([F:17])([F:16])[F:15])(O)[N:12]=2)[CH:7]=1.C1(C)C=CC(S(O)(=O)=O)=CC=1>C1(C)C=CC=CC=1>[CH3:1][C:2]1[CH:3]=[CH:4][C:5]([N+:18]([O-:20])=[O:19])=[C:6]([C:8]2[S:9][CH:10]=[C:11]([C:14]([F:15])([F:16])[F:17])[N:12]=2)[CH:7]=1. Procedure: The tertiary alcohol (3.9 g, 0.013 mol) obtained in Step C was refluxed for 3 h in toluene (60 mL) in the presence of a catalytic amount of p-toluenesulfonic acid (0.2 g). Azeotropic removal of water was achieved by employing a Dean-Starke trap. After cooling to room temperature, the toluene was removed under vacuum. The residue was taken up in ethyl acetate (200 mL) and washed with 10% aqueous sodium carbonate and brine (100 mL each). The dried (MgSO4) solution was concentrated to give 2.5 g (6...